From a dataset of the Open Reaction Database (ORD), a public repository of structured organic reaction records. describe an organic reaction: reactants, conditions, products, and yield Starting materials: CC(\C=C\C1C(=CCCC1(C)C)C)N(C)C ([1-methyl-3-(2,6,6-trimethyl-2-cyclohexenyl)-2(trans)-propenyl]dimethylamine), C(C)Br (ethylbromide). Product: [Br-].CC(\C=C\C1C(=CCCC1(C)C)C)[N+](CC)(C)C ([1-methyl-3-(2,6,6-trimethyl-2-cyclohexenyl)-2(trans)-propenyl]dimethylethylammonium bromide). Yield: 26.2%. As a reaction SMILES: [CH3:1][CH:2]([N:14]([CH3:16])[CH3:15])/[CH:3]=[CH:4]/[CH:5]1[C:10]([CH3:12])([CH3:11])[CH2:9][CH2:8][CH:7]=[C:6]1[CH3:13].[CH2:17]([Br:19])[CH3:18]>>[Br-:19].[CH3:1][CH:2]([N+:14]([CH3:16])([CH3:15])[CH2:17][CH3:18])/[CH:3]=[CH:4]/[CH:5]1[C:10]([CH3:11])([CH3:12])[CH2:9][CH2:8][CH:7]=[C:6]1[CH3:13] |f:2.3|. Procedure details: A mixture of [1-methyl-3-(2,6,6-trimethyl-2-cyclohexenyl)-2(trans)-propenyl]dimethylamine (2.3 g) and ethylbromide (6.0 g) was refluxed for 3 hours, and then the excess ethylbromide was distilled off. The residue was recrystallized from a mixed solvent of benzene and ether to give colorless crystals (0.9 g) of [1-methyl-3-(2,6,6-trimethyl-2-cyclohexenyl)-2(trans)-propenyl]dimethylethylammonium bromide. Reactants: C1OC=2C=C(N)C=CC2O1 (3,4-(methylenedioxy)aniline), C(=O)O (formic acid). Yields the product O1COC2=C1C=CC(=C2)NC=O (N-Benzo[1,3]dioxol-5-yl-formamide). RXN SMILES: [CH2:1]1[O:10][C:9]2[CH:8]=[CH:7][C:5]([NH2:6])=[CH:4][C:3]=2[O:2]1.[CH:11](O)=[O:12]>>[O:10]1[C:9]2[CH:8]=[CH:7][C:5]([NH:6][CH:11]=[O:12])=[CH:4][C:3]=2[O:2][CH2:1]1. Procedure details: Was prepared according to Example 2 from 3,4-(methylenedioxy)aniline and formic acid. Starting materials: Cc1cc(C(=O)O)cc(Cl)n1, Nc1ccc(Cl)cc1. Reagents/catalysts: CCOC1C=CC2=CC=CC=C2N1C(=O)OCC (EEDQ), CCN(C(C)C)C(C)C (DIPEA). Solvent: CN(C)C=O (DMF), CN(C)C=O (DMF), CN(C)C=O (DMF), CN(C)C=O (DMF), CN(C)C=O (DMF), CN(C)C=O (DMF). Reaction conditions: temperature 25 celsius, time 2 hour. Product: Cc1cc(C(=O)Nc2ccc(Cl)cc2)cc(Cl)n1. Yield: 12.8%. RXN SMILES: Nc1ccc(Cl)cc1.Cc1cc(C(=O)O)cc(Cl)n1.CCOC1C=CC2=CC=CC=C2N1C(=O)OCC.CCN(C(C)C)C(C)C.CN(C)C=O>>Cc1cc(C(=O)Nc2ccc(Cl)cc2)cc(Cl)n1. The reactants are [BH4-].[Na+] (NaBH4), OC1=CC=C(C=C1)C1CCC(CC1)=O (4-(4-Hydroxy-phenyl)-cyclohexanone), Cl (HCl). The solvent is CO (methanol). Product: OC1CCC(CC1)C1=CC=C(C=C1)O (4-(4-Hydroxy-cyclohexyl)-phenol). Yield: 87.0%. As a reaction SMILES: [OH:1][C:2]1[CH:7]=[CH:6][C:5]([CH:8]2[CH2:13][CH2:12][C:11](=[O:14])[CH2:10][CH2:9]2)=[CH:4][CH:3]=1.[BH4-].[Na+].Cl>CO>[OH:14][CH:11]1[CH2:10][CH2:9][CH:8]([C:5]2[CH:4]=[CH:3][C:2]([OH:1])=[CH:7][CH:6]=2)[CH2:13][CH2:12]1 |f:1.2|. Procedure details: 10 g (0.052 mol) of 4-(4-Hydroxy-phenyl)-cyclohexanone is dissolved in 300 mL of methanol. 2.13 g (0.058 mol) of NaBH4 is added at room temperature by small portion for 2 hours. After stirring over night, the mixture is cooled using an ice-water bath, then hydrolysed with a solution of 10% HCl aqueous solution. The solution is extracted several times with ethyl acetate. The resulting organic phase is washed with water, dried over magnesium sulfate, then concentrated under reduced pressure. The r... Reactants: CCCCP(CCCC)CCCC, CN1c2ccccc2CC1CO, O=C(N=NC(=O)N1CCCCC1)N1CCCCC1, O=C1SC(Cc2ccc(O)cc2)C(=O)N1C(c1ccccc1)(c1ccccc1)c1ccccc1, c1ccccc1. Yields the product CN1c2ccccc2CC1COc1ccc(CC2SC(=O)N(C(c3ccccc3)(c3ccccc3)c3ccccc3)C2=O)cc1. RXN SMILES: [CH2:47]([P:48]([CH2:49][CH2:50][CH2:51][CH3:52])[CH2:53][CH2:54][CH2:55][CH3:56])[CH2:57][CH2:58][CH3:59].[CH3:1][N:2]1[CH:3]([CH2:11][OH:12])[CH2:4][c:5]2[cH:6][cH:7][cH:8][cH:9][c:10]21.[N:60]([C:61]([N:62]1[CH2:63][CH2:64][CH2:65][CH2:66][CH2:67]1)=[O:68])=[N:69][C:70]([N:71]1[CH2:72][CH2:73][CH2:74][CH2:75][CH2:76]1)=[O:77].[OH:13][c:14]1[cH:15][cH:16][c:17]([CH2:18][CH:19]2[C:20](=[O:44])[N:21]([C:25]([c:26]3[cH:27][cH:28][cH:29][cH:30][cH:31]3)([c:32]3[cH:33][cH:34][cH:35][cH:36][cH:37]3)[c:38]3[cH:39][cH:40][cH:41][cH:42][cH:43]3)[C:22](=[O:24])[S:23]2)[cH:45][cH:46]1.[cH:78]1[cH:79][cH:80][cH:81][cH:82][cH:83]1>>[CH3:1][N:2]1[CH:3]([CH2:11][O:12][c:14]2[cH:15][cH:16][c:17]([CH2:18][CH:19]3[C:20](=[O:44])[N:21]([C:25]([c:26]4[cH:27][cH:28][cH:29][cH:30][cH:31]4)([c:32]4[cH:33][cH:34][cH:35][cH:36][cH:37]4)[c:38]4[cH:39][cH:40][cH:41][cH:42][cH:43]4)[C:22](=[O:24])[S:23]3)[cH:45][cH:46]2)[CH2:4][c:5]2[cH:6][cH:7][cH:8][cH:9][c:10]21. The reactants are NC1=C(C=CC=C1)C#N (2-amino-1-cyano-benzene), C1CCC(=O)C2=CC=CC=C2C1 (1-benzosuberone), B(F)(F)F.CCOCC (boron trifluoride diethyl etherate). Yields the product NC1=C2C(=NC3=CC=CC=C13)C1=C(CCC2)C=CC=C1 (8-Amino-6, 7-dihydro-5H-benzo-[6, 7] cyclohepta [1, 2-b] quinoline). Reaction SMILES: [NH2:1][C:2]1[CH:7]=[CH:6][CH:5]=[CH:4][C:3]=1[C:8]#[N:9].[CH2:10]1[CH2:21][C:20]2[C:15](=[CH:16][CH:17]=[CH:18][CH:19]=2)[C:13](=O)[CH2:12][CH2:11]1.B(F)(F)F.CCOCC>>[NH2:9][C:8]1[C:3]2[C:2](=[CH:7][CH:6]=[CH:5][CH:4]=2)[N:1]=[C:13]2[C:15]3[CH:16]=[CH:17][CH:18]=[CH:19][C:20]=3[CH2:21][CH2:10][CH2:11][C:12]=12 |f:2.3|. Procedure details: 2-amino-1-cyano-benzene (2.0 g, 16.9 mmol), 1-benzosuberone (6, 7, 8, 9-tetrahydrobenzocyclohepten-5-one) (3.0 g, 18.7 mmol) and boron trifluoride diethyl etherate(1M, 2.6 ml, 18.7 mmol) were treated according to the general procedure described herein to give the title compound. The reactants are CC(=O)O, FC1(F)Oc2cccc(C34COCCC3CON4)c2O1, [Zn]. Product: NC1(c2cccc3c2OC(F)(F)O3)COCCC1CO. As a reaction SMILES: [CH3:21][C:22](=[O:23])[OH:24].[F:1][C:2]1([F:20])[O:3][c:4]2[c:5]([cH:7][cH:8][cH:9][c:10]2[C:11]23[NH:12][O:13][CH2:14][CH:15]2[CH2:16][CH2:17][O:18][CH2:19]3)[O:6]1.[Zn:25]>>[F:1][C:2]1([F:20])[O:3][c:4]2[c:5]([cH:7][cH:8][cH:9][c:10]2[C:11]2([NH2:12])[CH:15]([CH2:14][OH:13])[CH2:16][CH2:17][O:18][CH2:19]2)[O:6]1.